This data is from the Open Reaction Database (ORD), a public repository of structured organic reaction records. The task is: describe an organic reaction: reactants, conditions, products, and yield Reactants: CCO, CC(=O)Oc1ccccc1-c1ccc(Cl)nn1, Cl, [Na+], [OH-], O. Yields the product Oc1ccccc1-c1ccc(Cl)nn1. RXN SMILES: [CH3:20][CH2:21][OH:22].[Cl:1][c:2]1[n:3][n:4][c:5](-[c:8]2[c:9]([O:14][C:15](=[O:16])[CH3:17])[cH:10][cH:11][cH:12][cH:13]2)[cH:6][cH:7]1.[ClH:23].[Na+:19].[OH-:18].[OH2:24]>>[Cl:1][c:2]1[n:3][n:4][c:5](-[c:8]2[c:9]([OH:14])[cH:10][cH:11][cH:12][cH:13]2)[cH:6][cH:7]1. Starting materials: BrC=1C=C2C(CC(OC2=CC1)C1COCCC1)=O (6-bromo-2-(tetrahydro-2H-pyran-3-yl)chroman-4-one), ice water, C[Si](C)(C)N=C=N[Si](C)(C)C (bis-trimethylsilylcarbodiimide). Reagents/catalysts: Cl[Ti](Cl)(Cl)Cl (TiCl4). Run in C(Cl)Cl (DCM). Conditions: time 1 hour. Yields the product BrC=1C=C2\C(\CC(OC2=CC1)C1COCCC1)=N\C#N ((E)-N-(6-bromo-2-(tetrahydro-2H-pyran-3-yl)chroman-4-ylidene)cyanamide). Yield: 91.3%. As a reaction SMILES: [Br:1][C:2]1[CH:3]=[C:4]2[C:9](=[CH:10][CH:11]=1)[O:8][CH:7]([CH:12]1[CH2:17][CH2:16][CH2:15][O:14][CH2:13]1)[CH2:6][C:5]2=O.C[Si]([N:23]=[C:24]=[N:25][Si](C)(C)C)(C)C>C(Cl)Cl.Cl[Ti](Cl)(Cl)Cl>[Br:1][C:2]1[CH:3]=[C:4]2[C:9](=[CH:10][CH:11]=1)[O:8][CH:7]([CH:12]1[CH2:17][CH2:16][CH2:15][O:14][CH2:13]1)[CH2:6]/[C:5]/2=[N:25]\[C:24]#[N:23]. Reported procedure: To a solution of 6-bromo-2-(tetrahydro-2H-pyran-3-yl)chroman-4-one (300 mg, 0.98 mmol) in anhydrous DCM (8 mL) was added TiCl4 (1 M solution in DCM, 1.96 mL, 1.96 mmol) dropwise within 15 min at room temperature. It was stirred for 1 h after the addition. To this mixture was added bis-trimethylsilylcarbodiimide (400.7 mg, 2.15 mmol) dropwise. The resulting mixture was stirred for 18 h after the addition. The reaction mixture was poured into ice-water (100 g) and extracted with DCM (3×50 mL). The... Reactants: C(C)OC1=C(C=C2C(C=CNC2=C1)=O)OC (7-Ethoxy-6-methoxy-4(1H)-quinolone), C(C)OC1=C(C=C2C(C=CNC2=C1)=O)OC (7-Ethoxy-6-methoxy-4(1H)-quinolone), C([O-])([O-])=O.[K+].[K+] (Potassium carbonate), C(C)I (ethyl iodide). Solvent: CN(C=O)C (dimethylformamide). Reaction conditions: time 4 hour. Yields the product C(C)OC1=C(C=C2C(C=CN(C2=C1)CC)=O)OC (7-ethoxy-1-ethyl-6-methoxy-4(1H)-quinolone). Reaction SMILES: [CH2:1]([O:3][C:4]1[CH:13]=[C:12]2[C:7]([C:8](=[O:14])[CH:9]=[CH:10][NH:11]2)=[CH:6][C:5]=1[O:15][CH3:16])[CH3:2].C(=O)([O-])[O-].[K+].[K+].[CH2:23](I)[CH3:24]>CN(C)C=O>[CH2:1]([O:3][C:4]1[CH:13]=[C:12]2[C:7]([C:8](=[O:14])[CH:9]=[CH:10][N:11]2[CH2:23][CH3:24])=[CH:6][C:5]=1[O:15][CH3:16])[CH3:2] |f:1.2.3|. Procedure details: 7-Ethoxy-6-methoxy-4(1H)-quinolone (compound 62, 0.68 g) was dissolved in dimethylformamide (14 ml). Potassium carbonate (640 mg) and ethyl iodide (0.3 ml) were added to the solution, and the mixture was stirred at room temperature for 4 hours. The precipitate was removed by filtration, and the filtrate was purified by silica gel column chromatography (Wako Gel C-200, 50 g). Elution with a mixed solvent of chloroform (90 parts) and methanol (10 parts) gave 7-ethoxy-1-ethyl-6-methoxy-4(1H)-quinol...